This data is from the Open Reaction Database (ORD), a public repository of structured organic reaction records. The task is: describe an organic reaction: reactants, conditions, products, and yield The reactants are C(OC1=C(C=C(C(=C1)[N+](=O)[O-])Br)C)(OC)=O (4-bromo-2-methyl-5-nitrophenyl methyl carbonate), CN(CC#C)C (N,N-dimethylprop-2-yn-1-amine), ClC(=O)OC (methyl chloroformate). The reagents and catalysts are Cl[Pd]([P](C1=CC=CC=C1)(C2=CC=CC=C2)C3=CC=CC=C3)([P](C4=CC=CC=C4)(C5=CC=CC=C5)C6=CC=CC=C6)Cl (Pd(PPh3)2Cl2), [Cu]I (CuI). The solvent is C(C)N(CC)CC (triethylamine), CN(C)C=O (DMF), ClCCl (dichloromethane), C(C)N(CC)CC (triethylamine). Reaction conditions: temperature 100 celsius. The product is C(OC1=C(C=C(C(=C1)[N+](=O)[O-])C#CCN(C)C)C)(OC)=O (4-(3-(dimethylamino)prop-1-ynyl)-2-methyl-5-nitrophenyl methyl carbonate). Yield: 19.9%. RXN SMILES: [C:1](=[O:16])([O:14][CH3:15])[O:2][C:3]1[CH:8]=[C:7]([N+:9]([O-:11])=[O:10])[C:6](Br)=[CH:5][C:4]=1[CH3:13].[CH3:17][N:18]([CH3:22])[CH2:19][C:20]#[CH:21].ClC(OC)=O>ClCCl.Cl[Pd](Cl)([P](C1C=CC=CC=1)(C1C=CC=CC=1)C1C=CC=CC=1)[P](C1C=CC=CC=1)(C1C=CC=CC=1)C1C=CC=CC=1.[Cu]I.C(N(CC)CC)C.CN(C=O)C>[C:1](=[O:16])([O:14][CH3:15])[O:2][C:3]1[CH:8]=[C:7]([N+:9]([O-:11])=[O:10])[C:6]([C:21]#[C:20][CH2:19][N:18]([CH3:22])[CH3:17])=[CH:5][C:4]=1[CH3:13] |^1:33,52|. Procedure: To 4-bromo-2-methyl-5-nitrophenyl methyl carbonate (500 mg, 1.72 mmol), Pd(PPh3)2Cl2 (30 mg, 0.04 mmol), and CuI (3 mg, 0.02 mmol) were added DMF (5.0 mL), triethylamine (5.0 mL), and N,N-dimethylprop-2-yn-1-amine (717 mg, 919 μL, 8.62 mmol) under nitrogen atmosphere. The reaction mixture was heated under microwave irradiation at 100° C. for 15 min, resulting in product formation with partial loss of the carbonate group. The reaction was quenched with water and the aqueous layer was extracted wi...